Dataset: the Open Reaction Database (ORD), a public repository of structured organic reaction records. Task: describe an organic reaction: reactants, conditions, products, and yield Starting materials: ClCC1=CC(=NO1)C1=CC=CC=C1 (5-(chloromethyl)-3-phenylisoxazole), OC1=CC=C(CO\N=C(/CCC(=O)OC)\C2=CC=CC=C2)C=C1 (methyl E-4-(4-hydroxybenzyloxyimino)-4-phenylbutyrate), C([O-])([O-])=O.[K+].[K+] (potassium carbonate), CN(C=O)C (N,N-dimethylformamide). Solvent: C(C)(=O)OCC.CCCCCC (ethyl acetate hexane), O (Water). Reaction conditions: time 13 hour. The product is C1(=CC=CC=C1)/C(/CCC(=O)OC)=N/OCC1=CC=C(C=C1)OCC1=CC(=NO1)C1=CC=CC=C1 (methyl E-4-phenyl-4-[4-(3-phenyl-5-isoxazolylmethoxy)benzyloxyimino]butyrate). Yield: 68.1%. RXN SMILES: Cl[CH2:2][C:3]1[O:7][N:6]=[C:5]([C:8]2[CH:13]=[CH:12][CH:11]=[CH:10][CH:9]=2)[CH:4]=1.[OH:14][C:15]1[CH:36]=[CH:35][C:18]([CH2:19][O:20]/[N:21]=[C:22](/[C:29]2[CH:34]=[CH:33][CH:32]=[CH:31][CH:30]=2)\[CH2:23][CH2:24][C:25]([O:27][CH3:28])=[O:26])=[CH:17][CH:16]=1.C(=O)([O-])[O-].[K+].[K+].CN(C)C=O>C(OCC)(=O)C.CCCCCC.O>[C:29]1(/[C:22](=[N:21]/[O:20][CH2:19][C:18]2[CH:35]=[CH:36][C:15]([O:14][CH2:2][C:3]3[O:7][N:6]=[C:5]([C:8]4[CH:13]=[CH:12][CH:11]=[CH:10][CH:9]=4)[CH:4]=3)=[CH:16][CH:17]=2)/[CH2:23][CH2:24][C:25]([O:27][CH3:28])=[O:26])[CH:30]=[CH:31][CH:32]=[CH:33][CH:34]=1 |f:2.3.4,6.7|. Procedure: A mixture of 5-(chloromethyl)-3-phenylisoxazole (238 mg), methyl E-4-(4-hydroxybenzyloxyimino)-4-phenylbutyrate (350 mg), potassium carbonate (310 mg) and N,N-dimethylformamide (10 ml) was stirred at room temperature for 13 hours. Water was added to the reaction mixture and extracted with ethyl acetate. The ethyl acetate layer was washed with an aqueous saturated solution of sodium chloride, dried (MgSO4) and concentrated. The residue was subjected to silica gel chromatography to obtain methyl E... Starting materials: O=C(CC(Cc1ccccc1)S(=O)(=O)N1CCC(Cc2ccccc2)CC1)OCc1ccccc1, CCOC(C)=O. The product is O=C(O)CC(Cc1ccccc1)S(=O)(=O)N1CCC(Cc2ccccc2)CC1. RXN SMILES: [CH2:1]([c:2]1[cH:3][cH:4][cH:5][cH:6][cH:7]1)[O:8][C:9]([CH2:10][CH:11]([CH2:12][c:13]1[cH:14][cH:15][cH:16][cH:17][cH:18]1)[S:19](=[O:20])(=[O:21])[N:22]1[CH2:23][CH2:24][CH:25]([CH2:28][c:29]2[cH:30][cH:31][cH:32][cH:33][cH:34]2)[CH2:26][CH2:27]1)=[O:35].[CH3:36][CH2:37][O:38][C:39]([CH3:40])=[O:41]>>[O:8]=[C:9]([CH2:10][CH:11]([CH2:12][c:13]1[cH:14][cH:15][cH:16][cH:17][cH:18]1)[S:19](=[O:20])(=[O:21])[N:22]1[CH2:23][CH2:24][CH:25]([CH2:28][c:29]2[cH:30][cH:31][cH:32][cH:33][cH:34]2)[CH2:26][CH2:27]1)[OH:35]. Starting materials: Fc1ccccc1CBr, CC(C)=O, [K+], [K+], O=C([O-])[O-], O, O=Cc1ccc(O)cc1. Reaction SMILES: [Br:1][CH2:2][c:3]1[c:4]([F:9])[cH:5][cH:6][cH:7][cH:8]1.[CH3:25][C:26](=[O:27])[CH3:28].[K+:19].[K+:20].[O-:21][C:22]([O-:23])=[O:24].[OH2:29].[OH:10][c:11]1[cH:12][cH:13][c:14]([CH:15]=[O:16])[cH:17][cH:18]1>>[CH2:2]([c:3]1[c:4]([F:9])[cH:5][cH:6][cH:7][cH:8]1)[O:10][c:11]1[cH:12][cH:13][c:14]([CH:15]=[O:16])[cH:17][cH:18]1. Product: O=Cc1ccc(OCc2ccccc2F)cc1. Starting materials: C(C)(=O)C1=CC=CC=C1 (acetophenone), N1(CCCC1)C(C)C#C (2-(pyrrolidin-1-yl)-but-3-yne), C(CCC)[Li] (n-butyl lithium). Solvent: O1CCCC1 (tetrahydrofuran), O1CCCC1 (tetrahydrofuran), hexanes. Conditions: temperature -78 celsius, time 30 minute. Product: C1(=CC=CC=C1)C(C)(C#CC(C)N1CCCC1)O (2-Phenyl-5-(pyrrolidin-1-yl)-hex-3-yn-2-ol). RXN SMILES: [N:1]1([CH:6]([C:8]#[CH:9])[CH3:7])[CH2:5][CH2:4][CH2:3][CH2:2]1.C([Li])CCC.[C:15]([C:18]1[CH:23]=[CH:22][CH:21]=[CH:20][CH:19]=1)(=[O:17])[CH3:16]>O1CCCC1>[C:18]1([C:15]([OH:17])([C:9]#[C:8][CH:6]([N:1]2[CH2:5][CH2:4][CH2:3][CH2:2]2)[CH3:7])[CH3:16])[CH:23]=[CH:22][CH:21]=[CH:20][CH:19]=1. Reported procedure: A solution of 2-(pyrrolidin-1-yl)-but-3-yne (0.1.23 g) in dry tetrahydrofuran (20 ml) was treated at -78° C. with a solution of n-butyl lithium in hexanes (2.5 M, 4.4 ml) and the mixture was allowed to stir at -78° C. for 30 minutes and them permitted to warm to room temperature over the course of one hour. Upon recooling to -78° C. this mixture was treated with a solution of acetophenone (1.2 g) in tetrahydrofuran (5 ml). The reaction was permitted to warm to room temperature over the course of... The solvent is C(C)(=O)OCC (ethyl acetate). The yield is 41.0%. The product is ClC1=CC=C(C=C1)CC(C)S(=O)(=O)NC1=C(C=CC(=C1)F)S(=O)(=O)N (2-[1-(4-Chlorophenyl)propan-2-ylsulfonylamino]-4-fluoro-benzenesulfonamide). Reported procedure: 2-[[(E)-1-(4-Chlorophenyl)prop-1-en-2-yl]sulfonylamino]-4-fluoro-benzenesulfonamide (60 mg, 0.15 mmol) was dissolved in ethyl acetate (3 mL) and mixture was subjected to reduction using the H-cube instrument. The reaction mixture was eluted through the Pd/C (10%) cartridge using full hydrogen (1 atm) at 1 ml/min. The mixture was subjected to the H-cube once again using the same conditions. The crude product was purified by preparative HPLC (XTerra MS C8 column, acetonitrile/ammonium acetate buff... Reactants: ClC1=CC=C(C=C1)\C=C(/C)\S(=O)(=O)NC1=C(C=CC(=C1)F)S(=O)(=O)N (2-[[(E)-1-(4-Chlorophenyl)prop-1-en-2-yl]sulfonylamino]-4-fluoro-benzenesulfonamide). As a reaction SMILES: [Cl:1][C:2]1[CH:7]=[CH:6][C:5](/[CH:8]=[C:9](/[S:11]([NH:14][C:15]2[CH:20]=[C:19]([F:21])[CH:18]=[CH:17][C:16]=2[S:22]([NH2:25])(=[O:24])=[O:23])(=[O:13])=[O:12])\[CH3:10])=[CH:4][CH:3]=1>C(OCC)(=O)C>[Cl:1][C:2]1[CH:7]=[CH:6][C:5]([CH2:8][CH:9]([S:11]([NH:14][C:15]2[CH:20]=[C:19]([F:21])[CH:18]=[CH:17][C:16]=2[S:22]([NH2:25])(=[O:24])=[O:23])(=[O:12])=[O:13])[CH3:10])=[CH:4][CH:3]=1. Reactants: NC=1C=C2CCN(C(C2=CC1)=O)CCCN(C(OC(C)(C)C)=O)C (tert-Butyl [3-(6-amino-1-oxo-3,4-dihydroisoquinolin-2(1H)-yl)propyl]methylcarbamate), C1(=C(C=CC=C1)NC(OC1CCN(CC1)CCN(C(CCCCC=O)=O)C)=O)C1=CC=CC=C1 (1-{2-[Methyl(6-oxohexanoyl)amino]ethyl}piperidin-4-yl biphenyl-2-ylcarbamate). Yields the product C1(=C(C=CC=C1)NC(OC1CCN(CC1)CCN(C)C(CCCCCNC=1C=C2CCN(C(C2=CC1)=O)CCCN(C)C(=O)OC(C)(C)C)=O)=O)C1=CC=CC=C1 (1-{2-[{6-[(2-{3-[(tert-Butoxycarbonyl)(methyl)amino]propyl}-1-oxo-1,2,3,4-tetrahydroisoquinolin-6-yl)amino]hexanoyl}(methyl)amino]ethyl}piperidin-4-yl biphenyl-2-ylcarbamate). Isolated yield 24.3%. Reaction SMILES: [NH2:1][C:2]1[CH:3]=[C:4]2[C:9](=[CH:10][CH:11]=1)[C:8](=[O:12])[N:7]([CH2:13][CH2:14][CH2:15][N:16]([CH3:24])[C:17](=[O:23])[O:18][C:19]([CH3:22])([CH3:21])[CH3:20])[CH2:6][CH2:5]2.[C:25]1([C:53]2[CH:58]=[CH:57][CH:56]=[CH:55][CH:54]=2)[CH:30]=[CH:29][CH:28]=[CH:27][C:26]=1[NH:31][C:32](=[O:52])[O:33][CH:34]1[CH2:39][CH2:38][N:37]([CH2:40][CH2:41][N:42]([CH3:51])[C:43](=[O:50])[CH2:44][CH2:45][CH2:46][CH2:47][CH:48]=O)[CH2:36][CH2:35]1>>[C:25]1([C:53]2[CH:54]=[CH:55][CH:56]=[CH:57][CH:58]=2)[CH:30]=[CH:29][CH:28]=[CH:27][C:26]=1[NH:31][C:32](=[O:52])[O:33][CH:34]1[CH2:39][CH2:38][N:37]([CH2:40][CH2:41][N:42]([C:43](=[O:50])[CH2:44][CH2:45][CH2:46][CH2:47][CH2:48][NH:1][C:2]2[CH:3]=[C:4]3[C:9](=[CH:10][CH:11]=2)[C:8](=[O:12])[N:7]([CH2:13][CH2:14][CH2:15][N:16]([C:17]([O:18][C:19]([CH3:21])([CH3:20])[CH3:22])=[O:23])[CH3:24])[CH2:6][CH2:5]3)[CH3:51])[CH2:36][CH2:35]1. Reported procedure: The compound (149 mg, 0.447 mmol) obtained in Example 61d and the compound (250 mg, 0.536 mmol) obtained in Example 4g were used to give the title compound (85 mg; yield, 24%) as a colorless oily substance according to the method described in Example 45b.